From a dataset of the Open Reaction Database (ORD), a public repository of structured organic reaction records. describe an organic reaction: reactants, conditions, products, and yield Starting materials: CCC(C(N)=O)N1CC(C=C(Br)Br)CC1=O, C#CC1C(=O)N(C(CC)C(N)=O)CC1Br, C1CCOC1. Product: C#CC1CC(=O)N(C(CC)C(N)=O)C1. As a reaction SMILES: [Br:16][C:17](=[CH:18][CH:19]1[CH2:20][C:21](=[O:30])[N:22]([CH:24]([C:25](=[O:26])[NH2:27])[CH2:28][CH3:29])[CH2:23]1)[Br:31].[Br:1][CH:2]1[CH2:3][N:4]([CH:5]([CH2:6][CH3:7])[C:8]([NH2:9])=[O:10])[C:11](=[O:12])[CH:13]1[C:14]#[CH:15].[CH2:32]1[O:33][CH2:34][CH2:35][CH2:36]1>>[CH:17]#[C:18][CH:19]1[CH2:20][C:21](=[O:30])[N:22]([CH:24]([C:25](=[O:26])[NH2:27])[CH2:28][CH3:29])[CH2:23]1.